This data is from the Open Reaction Database (ORD), a public repository of structured organic reaction records. The task is: describe an organic reaction: reactants, conditions, products, and yield The reactants are COCCOCOC1=CC=C(C=C1)/C=C/C(=O)NCC=1C=NC=CC1 ((E)-3-[4-[(2-methoxyethoxy)methoxy]phenyl]-N-(3-pyridylmethyl)-2-propenoic acid amide), Cl.CO (HCl methanol). Reaction conditions: time 1 hour. The product is Cl.OC1=CC=C(C=C1)/C=C/C(=O)NCC=1C=NC=CC1 ((E)-3-(4-hydroxyphenyl)-N-(3-pyridylmethyl)-2-propenoic acid amide hydrochloride). Reaction SMILES: COCCOC[O:7][C:8]1[CH:13]=[CH:12][C:11](/[CH:14]=[CH:15]/[C:16]([NH:18][CH2:19][C:20]2[CH:21]=[N:22][CH:23]=[CH:24][CH:25]=2)=[O:17])=[CH:10][CH:9]=1.[ClH:26].CO>>[ClH:26].[OH:7][C:8]1[CH:13]=[CH:12][C:11](/[CH:14]=[CH:15]/[C:16]([NH:18][CH2:19][C:20]2[CH:21]=[N:22][CH:23]=[CH:24][CH:25]=2)=[O:17])=[CH:10][CH:9]=1 |f:1.2,3.4|. Procedure: 4.06 g of (E)-3-[4-[(2-methoxyethoxy)methoxy]phenyl]-N-(3-pyridylmethyl)-2-propenoic acid amide was dissolved in 100 ml of 25% HCl/methanol and stirred at room temperature for 1 hour. The solvent was evaporated under reduced pressure to give (E)-3-(4-hydroxyphenyl)-N-(3-pyridylmethyl)-2-propenoic acid amide hydrochloride as a colorless solid, which was then dissolved in 40 ml dimethylformamide and stirred with 10.2 g of potassium carbonate and 2.5 ml of ethyl bromoacetate at room temperature for... Reaction conditions: time 2 day. Yields the product ClC1=CC=C(C=C1)C1=NOC2C1CCC(CC2)C(=O)OC (methyl 3-(4-chlorophenyl)-3a,5,6,7,8,8a-hexahydro-4H-cyclohept[d]isoxazole-6-carboxylate). The reactants are Cl[O-].[Na+] (sodium hypochlorite), C1(CCC=CCC1)C(=O)OC (methyl cyclohept-4-enecarboxylate), ClC1=CC=C(C=NO)C=C1 (4-chlorobenzaldehyde oxime). Isolated yield 36.3%. Procedure details: 180 ml of 16.38% (w/v) aqueous solution of sodium hypochlorite were added slowly at 5° C. over a period of 6 hours while stirring well to a solution of 61.6 g (0.4 mol) of methyl cyclohept-4-enecarboxylate, 62.0 g (0.4 mol) of 4-chlorobenzaldehyde oxime and 0.5 g of tetrabutylammonium bromide in 800 ml of ethyl acetate. The mixture was held at 20° C. for 2 days. The mixture was then filtered and the organic phase was separated and dried over magnesium sulfate. The solvent was removed by evaporat... As a reaction SMILES: Cl[O-].[Na+].[CH:4]1([C:11]([O:13][CH3:14])=[O:12])[CH2:10][CH2:9][CH:8]=[CH:7][CH2:6][CH2:5]1.[Cl:15][C:16]1[CH:24]=[CH:23][C:19]([CH:20]=[N:21][OH:22])=[CH:18][CH:17]=1>[Br-].C([N+](CCCC)(CCCC)CCCC)CCC.C(OCC)(=O)C>[Cl:15][C:16]1[CH:24]=[CH:23][C:19]([C:20]2[CH:8]3[CH2:9][CH2:10][CH:4]([C:11]([O:13][CH3:14])=[O:12])[CH2:5][CH2:6][CH:7]3[O:22][N:21]=2)=[CH:18][CH:17]=1 |f:0.1,4.5|. Run in C(C)(=O)OCC (ethyl acetate). Reagents/catalysts: [Br-].C(CCC)[N+](CCCC)(CCCC)CCCC (tetrabutylammonium bromide). The reactants are COC(=O)c1ncc2ccnnc2c1O, [Na+], [OH-], O=C1OC(=O)c2nnccc21. Product: O=C(O)c1ncc2ccnnc2c1O. RXN SMILES: [CH3:12][O:13][C:14](=[O:15])[c:16]1[c:17]([OH:26])[c:18]2[n:19][n:20][cH:21][cH:22][c:23]2[cH:24][n:25]1.[Na+:28].[OH-:27].[n:1]1[c:2]2[c:8]([cH:9][cH:10][n:11]1)[C:6](=[O:7])[O:5][C:3]2=[O:4]>>[O:13]=[C:14]([OH:15])[c:16]1[c:17]([OH:26])[c:18]2[n:19][n:20][cH:21][cH:22][c:23]2[cH:24][n:25]1. The reactants are N#CC1CNc2cccc(NC(=O)c3ccc(OCCCCc4ccccc4)cc3)c2O1, COC(=O)CCC(=O)Cl, Cl. Yields the product COC(=O)CCC(=O)N1CC(C#N)Oc2c(NC(=O)c3ccc(OCCCCc4ccccc4)cc3)cccc21. Reaction SMILES: [C:1](#[N:2])[CH:3]1[O:4][c:5]2[c:6]([cH:9][cH:10][cH:11][c:12]2[NH:13][C:14]([c:15]2[cH:16][cH:17][c:18]([O:21][CH2:22][CH2:23][CH2:24][CH2:25][c:26]3[cH:27][cH:28][cH:29][cH:30][cH:31]3)[cH:19][cH:20]2)=[O:32])[NH:7][CH2:8]1.[C:33](=[O:34])([O:35][CH3:36])[CH2:37][CH2:38][C:39](=[O:40])[Cl:41].[ClH:42]>>[C:1](#[N:2])[CH:3]1[O:4][c:5]2[c:6]([cH:9][cH:10][cH:11][c:12]2[NH:13][C:14]([c:15]2[cH:16][cH:17][c:18]([O:21][CH2:22][CH2:23][CH2:24][CH2:25][c:26]3[cH:27][cH:28][cH:29][cH:30][cH:31]3)[cH:19][cH:20]2)=[O:32])[N:7]([C:39]([CH2:38][CH2:37][C:33](=[O:34])[O:35][CH3:36])=[O:40])[CH2:8]1. Starting materials: Example 7 ( 7c ), aqueous solution, Example 1 ( 1d ), [Si](C)(C)(C(C)(C)C)OC1CCCC2=C1C=C(O2)C#N (4-{[t-butyl(dimethyl)silyl]oxy}-4,5,6,7-tetrahydro-1-benzofuran-2-carbonitrile), NO (hydroxylamine). Product: crude product, [Si](C)(C)(C(C)(C)C)OC1CCCC2=C1C=C(O2)C(N)=NO (4-{[t-Butyl(dimethyl)silyl]oxy}-N′-hydroxy-4,5,6,7-tetrahydro-1-benzofuran-2-carboximidamide). RXN SMILES: [Si:1]([O:8][CH:9]1[C:14]2[CH:15]=[C:16]([C:18]#[N:19])[O:17][C:13]=2[CH2:12][CH2:11][CH2:10]1)([C:4]([CH3:7])([CH3:6])[CH3:5])([CH3:3])[CH3:2].[NH2:20][OH:21]>>[Si:1]([O:8][CH:9]1[C:14]2[CH:15]=[C:16]([C:18](=[N:20][OH:21])[NH2:19])[O:17][C:13]=2[CH2:12][CH2:11][CH2:10]1)([C:4]([CH3:7])([CH3:6])[CH3:5])([CH3:3])[CH3:2]. Procedure details: The crude product of the title compound was synthesized by conducting the similar reaction to that mentioned in Example 1 (1d) using 4-{[t-butyl(dimethyl)silyl]oxy}-4,5,6,7-tetrahydro-1-benzofuran-2-carbonitrile (3.0 g, 11 mmol) that was obtained in Example 7 (7c) and a 40% aqueous solution of hydroxylamine (3.0 ml). Subsequently, the crude product of the title compound thus obtained was purified by chromatography on a silica gel column using a mixed solvent of ethyl acetate and hexane (3:7) as ... The reactants are Cl (HCl), COC(C(COC1=CC=C(C=C1)Br)NC(=O)OC(C)(C)C)=O (3-(4-Bromophenoxy)-2-tert-butoxycarbonylamino-propionic acid methyl ester), COC(C(COC1=CC=C(C=C1)Br)NC(=O)OC(C)(C)C)=O (3-(4-Bromophenoxy)-2-tert-butoxycarbonylamino-propionic acid methyl ester), O[Li].O (LiOH H2O). The solvent is C1CCOC1 (THF), O (water). Conditions: time 6 hour. Yields the product BrC1=CC=C(OCC(C(=O)O)NC(=O)OC(C)(C)C)C=C1 (3-(4-Bromophenoxy)-2-tert-butoxycarbonylamino-propionic acid). Yield: 78.0%. As a reaction SMILES: C[O:2][C:3](=[O:22])[CH:4]([NH:14][C:15]([O:17][C:18]([CH3:21])([CH3:20])[CH3:19])=[O:16])[CH2:5][O:6][C:7]1[CH:12]=[CH:11][C:10]([Br:13])=[CH:9][CH:8]=1.O[Li].O.Cl>C1COCC1.O>[Br:13][C:10]1[CH:9]=[CH:8][C:7]([O:6][CH2:5][CH:4]([NH:14][C:15]([O:17][C:18]([CH3:19])([CH3:21])[CH3:20])=[O:16])[C:3]([OH:22])=[O:2])=[CH:12][CH:11]=1 |f:1.2|. Procedure details: To a solution of the compound obtained in step d above (22d) (1.087 g, 2.91 mmol) in THF (40 mL) at 0° C. was added a solution of LiOH H2O (244 mg, 5.82 mmol) in water (10 mL). After being stirred for 6 h, 0.5 N HCl (5 mL) was added and the reaction was concentrated under vacuum. The residue was diluted with EtOAc and washed with brine. The combined organic layers were dried over Na2SO4 and concentrated; the residue was purified by silica gel column chromatography to give the title compound as a... Starting materials: Cl.NCC(=O)N (glycinamide hydrochloride), C=O (formalin), C1=CC=CC1 (cyclopentadiene). The solvent is C(Cl)Cl (methylene chloride), O (water). Reaction conditions: temperature 10 celsius, time 3 hour. Product: C12N(CC(C=C1)C2)CC(=O)N (2-azabicyclo[2.2.1]hept-5-ene-2-acetamide). As a reaction SMILES: Cl.[NH2:2][CH2:3][C:4]([NH2:6])=[O:5].[CH2:7]=O.[CH:9]1[CH2:13][CH:12]=[CH:11][CH:10]=1>O.C(Cl)Cl>[CH:10]12[CH2:9][CH:13]([CH:12]=[CH:11]1)[CH2:7][N:2]2[CH2:3][C:4]([NH2:6])=[O:5] |f:0.1|. Procedure: A solution of glycinamide hydrochloride 22.1 g, 0.20 mol) in water is treated with 37% formalin (23.0 g, 0.28 mol formaldehyde) cooled to 10° C., treated with cyclopentadiene (26.4 g, 0.40 mol), stirred for 3 hours at 5°-10° C., and diluted with methylene chloride. The phases are separated. The aqueous phase is extracted with methylene chloride and basified with 10% NaOH to pH 12 with cooling. The aqueous basic phase is extracted with methylene chloride. The methylene chloride extracts of the ba... Starting materials: O=C([O-])[O-], CO, Cc1ccc(C(=O)NC2CC2)cc1B1OC(C)(C)C(C)(C)O1, Cc1ccccc1-c1ccccc1P(C1CCCCC1)C1CCCCC1, Cc1ccc(-c2nncc3cc(Cl)ccc23)c(C)c1, [K+], [K+], O=C(C=Cc1ccccc1)C=Cc1ccccc1, O=C(C=Cc1ccccc1)C=Cc1ccccc1, C1COCCO1, O=C(C=Cc1ccccc1)C=Cc1ccccc1, O, [Pd], [Pd]. Product: Cc1ccc(-c2nncc3cc(-c4cc(C(=O)NC5CC5)ccc4C)ccc23)c(C)c1. Reaction SMILES: [C:68](=[O:69])([O-:70])[O-:71].[CH3:80][OH:81].[CH:20]1([NH:23][C:24]([c:25]2[cH:26][c:27]([B:32]3[O:33][C:34]([CH3:35])([CH3:36])[C:37]([CH3:38])([CH3:39])[O:40]3)[c:28]([CH3:31])[cH:29][cH:30]2)=[O:41])[CH2:21][CH2:22]1.[CH:42]1([P:43]([CH:44]2[CH2:45][CH2:46][CH2:47][CH2:48][CH2:49]2)[c:50]2[cH:51][cH:52][cH:53][cH:54][c:55]2-[c:56]2[cH:57][cH:58][cH:59][cH:60][c:61]2[CH3:62])[CH2:63][CH2:64][CH2:65][CH2:66][CH2:67]1.[Cl:1][c:2]1[cH:3][c:4]2[cH:5][n:6][n:7][c:8](-[c:12]3[c:13]([CH3:19])[cH:14][c:15]([CH3:18])[cH:16][cH:17]3)[c:9]2[cH:10][cH:11]1.[K+:72].[K+:73].[O:102]=[C:103]([CH:104]=[CH:105][c:106]1[cH:107][cH:108][cH:109][cH:110][cH:111]1)[CH:112]=[CH:113][c:114]1[cH:115][cH:116][cH:117][cH:118][cH:119]1.[O:120]=[C:121]([CH:122]=[CH:123][c:124]1[cH:125][cH:126][cH:127][cH:128][cH:129]1)[CH:130]=[CH:131][c:132]1[cH:133][cH:134][cH:135][cH:136][cH:137]1.[O:74]1[CH2:75][CH2:76][O:77][CH2:78][CH2:79]1.[O:84]=[C:85]([CH:86]=[CH:87][c:88]1[cH:89][cH:90][cH:91][cH:92][cH:93]1)[CH:94]=[CH:95][c:96]1[cH:97][cH:98][cH:99][cH:100][cH:101]1.[OH2:138].[Pd:82].[Pd:83]>>[c:2]1(-[c:27]2[cH:26][c:25]([C:24]([NH:23][CH:20]3[CH2:21][CH2:22]3)=[O:41])[cH:30][cH:29][c:28]2[CH3:31])[cH:3][c:4]2[cH:5][n:6][n:7][c:8](-[c:12]3[c:13]([CH3:19])[cH:14][c:15]([CH3:18])[cH:16][cH:17]3)[c:9]2[cH:10][cH:11]1.